Dataset: the Open Reaction Database (ORD), a public repository of structured organic reaction records. Task: describe an organic reaction: reactants, conditions, products, and yield Starting materials: O=C(Cl)c1ccc(Br)cc1, COc1ccc2c(c1)C(CCN)CC2. The product is COc1ccc2c(c1)C(CCNC(=O)c1ccc(Br)cc1)CC2. Reaction SMILES: [Br:15][c:16]1[cH:17][cH:18][c:19]([C:20](=[O:21])[Cl:22])[cH:23][cH:24]1.[NH2:1][CH2:2][CH2:3][CH:4]1[CH2:5][CH2:6][c:7]2[cH:8][cH:9][c:10]([O:13][CH3:14])[cH:11][c:12]21>>[NH:1]([CH2:2][CH2:3][CH:4]1[CH2:5][CH2:6][c:7]2[cH:8][cH:9][c:10]([O:13][CH3:14])[cH:11][c:12]21)[C:20]([c:19]1[cH:18][cH:17][c:16]([Br:15])[cH:24][cH:23]1)=[O:21]. Starting materials: CC(C#N)(O)C (Acetone cyanohydrin), [C-]#N.[K+] (potassium cyanide), C[C@@]12C(CC[C@H]1[C@@H]1CCC3=CC(CC[C@]3(C)C1=CC2)=O)=O (androst-4,9(11)-dien-3,17-dione), CO (methanol). The solvent is O (water). Run at time 3.5 hour. Product: C(#N)[C@@]1([C@]2(C)[C@@H](CC1)[C@@H]1CCC3=CC(CC[C@]3(C)C1=CC2)=O)O (17β-Cyano-17α-hydroxyandrosta-4,9(11)-dien-3-one). RXN SMILES: CC(C)(O)[C:3]#[N:4].[C-]#N.[K+].[CH3:10][C@:11]12[CH2:28][CH:27]=[C:26]3[C@@H:16]([CH2:17][CH2:18][C:19]4[C@:24]3([CH3:25])[CH2:23][CH2:22][C:21](=[O:29])[CH:20]=4)[C@@H:15]1[CH2:14][CH2:13][C:12]2=[O:30].CO>O>[C:3]([C@@:12]1([OH:30])[CH2:13][CH2:14][C@H:15]2[C@H:16]3[C:26](=[CH:27][CH2:28][C@:11]12[CH3:10])[C@:24]1([CH3:25])[C:19](=[CH:20][C:21](=[O:29])[CH2:22][CH2:23]1)[CH2:18][CH2:17]3)#[N:4] |f:1.2|. Procedure: Acetone cyanohydrin (5 ml) and sufficient potassium cyanide to adjust the pH to 9.9 is added to a slurry of androst-4,9(11)-dien-3,17-dione (0,5 g), methanol (40 ml) and water (2.5 g) at 40°. The reaction becomes homogeneous followed by precipitation of the product. After 3.5 hours, water (7.5 ml) is added dropwise and the reaction is allowed slowly to stir at 20°-25° overnight. The slurry is cooled on in ice bath, filtered, the solids washed with methanol/water (1/1) and dried under reduced pre... Reactants: N1N=CC=C1 (pyrazole), ClC1=CC2=C(N=CN=C2NCC2=CC(=CC=C2)[N+](=O)[O-])S1 (6-chloro-4-(3-nitrobenzylamino)-thieno-[2,3-d]-pyrimidine). The product is N1(N=CC=C1)C=1N=C(C2=C(N1)SC=C2)NCC2=CC(=CC=C2)[N+](=O)[O-] (2-(pyrazol-1-yl)-4-(3-nitrobenzylamino)-thieno-[2,3-d]-pyrimidine). Reaction SMILES: [NH:1]1[CH:5]=[CH:4][CH:3]=[N:2]1.Cl[C:7]1[S:26][C:10]2[N:11]=[CH:12][N:13]=[C:14]([NH:15][CH2:16][C:17]3[CH:22]=[CH:21][CH:20]=[C:19]([N+:23]([O-:25])=[O:24])[CH:18]=3)[C:9]=2[CH:8]=1>>[N:1]1([C:12]2[N:13]=[C:14]([NH:15][CH2:16][C:17]3[CH:22]=[CH:21][CH:20]=[C:19]([N+:23]([O-:25])=[O:24])[CH:18]=3)[C:9]3[CH:8]=[CH:7][S:26][C:10]=3[N:11]=2)[CH:5]=[CH:4][CH:3]=[N:2]1. Procedure details: Following the procedure of Example 97, the reaction of pyrazole with 6-chloro-4-(3-nitrobenzylamino)-thieno-[2,3-d]-pyrimidine gives 2-(pyrazol-1-yl)-4-(3-nitrobenzylamino)-thieno-[2,3-d]-pyrimidine. The reactants are CO (methanol), ClC1=CC(=NC=N1)N (6-chloropyrimidin-4-amine), N1=CC(=CC=C1)B(O)O (pyridin-3-ylboronic acid), C(=O)([O-])[O-].[Na+].[Na+] (Na2CO3). The reagents and catalysts are C1=CC=C(C=C1)P(C2=CC=CC=C2)C3=CC=CC=C3.C1=CC=C(C=C1)P(C2=CC=CC=C2)C3=CC=CC=C3.Cl[Pd]Cl (bis(triphenylphosphine)palladium(II)chloride). Solvent: COCCOC.CCO.O (DME EtOH water). Conditions: temperature 125 celsius. Product: [OH-].[NH4+].C(C)(=O)OCC (ammonium hydroxide ethyl acetate), N1=CC(=CC=C1)C1=CC(=NC=N1)N (6-(pyridin-3-yl)pyrimidin-4-amine). Yield: 79.0%. As a reaction SMILES: Cl[C:2]1[N:7]=[CH:6][N:5]=[C:4]([NH2:8])[CH:3]=1.[N:9]1[CH:14]=[CH:13][CH:12]=[C:11](B(O)[OH:16])[CH:10]=1.[C:18]([O-:21])([O-])=[O:19].[Na+].[Na+].CO>COCCOC.CCO.O.C1C=CC(P(C2C=CC=CC=2)C2C=CC=CC=2)=CC=1.C1C=CC(P(C2C=CC=CC=2)C2C=CC=CC=2)=CC=1.Cl[Pd]Cl>[OH-:16].[NH4+:5].[C:18]([O:21][CH2:3][CH3:4])(=[O:19])[CH3:10].[N:9]1[CH:14]=[CH:13][CH:12]=[C:11]([C:2]2[N:7]=[CH:6][N:5]=[C:4]([NH2:8])[CH:3]=2)[CH:10]=1 |f:2.3.4,6.7.8,9.10.11,12.13.14|. Procedure details: A mixture of 6-chloropyrimidin-4-amine (0.324 g, 2.5 mmol), pyridin-3-ylboronic acid (0.384 g, 3.13 mmol), Na2CO3 (0.795 g, 7.50 mmol) and bis(triphenylphosphine)palladium(II)chloride (0.035 g, 0.050 mmol) was suspended in a mixture of DME/EtOH/water. The mixture was heated in the microwave synthesizer at 125° C. for 20 min and concentrated. The residue was purified by silica gel chromatography (10-60% ethyl acetate in hexanes, then 5-25% 9:1 methanol:ammonium hydroxide-ethyl acetate) to afford ... Procedure: ##STR19## A 100 milliliter round-bottomed flask, equipped with stirrer, was charged with p-iodoaniline (10.95 grams, 0.05 mol) and dimethylacetamide (DMAc) (35 milliliters). 4-iodophthalic anhydride (13.6 grams, 0.05 mol) was added slowly over 10 minutes. The reaction mixture was heated with stirring to a temperature of about 70° C. Pyridine (19.45 grams, 0.25 mol) was added, the reaction mixture was stirred for 15 minutes, then acetic anhydride (11.12 grams, 0.11 mol) was added dropwise over 20... Yields the product IC1=CC=C(C=C1)N1C(C=2C(C1=O)=CC(=CC2)I)=O (N-(4-iodophenyl)-4-iodophthalimide). RXN SMILES: [I:1][C:2]1[CH:8]=[CH:7][C:5]([NH2:6])=[CH:4][CH:3]=1.[I:9][C:10]1[CH:11]=[C:12]2[C:17](=O)[O:16][C:14](=[O:15])[C:13]2=[CH:19][CH:20]=1.N1C=CC=CC=1.C(OC(=O)C)(=O)C>O.CC(N(C)C)=O>[I:1][C:2]1[CH:8]=[CH:7][C:5]([N:6]2[C:17](=[O:16])[C:12]3=[CH:11][C:10]([I:9])=[CH:20][CH:19]=[C:13]3[C:14]2=[O:15])=[CH:4][CH:3]=1. Starting materials: C(C)(=O)OC(C)=O (acetic anhydride), IC1=CC=C(N)C=C1 (p-iodoaniline), IC=1C=C2C(C(=O)OC2=O)=CC1 (4-iodophthalic anhydride), N1=CC=CC=C1 (Pyridine). Run in CC(=O)N(C)C (dimethylacetamide), O (water). Conditions: temperature 70 celsius. Starting materials: [Si](C)(C)(C(C)(C)C)OC1=C2C(OCC2=C(C(=C1C/C=C(/C(CC(=O)OCC)O)\C)OC)C)=O (Ethyl (E)-6-(1,3-dihydro-4-tert -butyldimethylsilyloxy-6-methoxy -7-methyl-3-oxoisobenzofuran-5-yl)-3-hydroxy-4-methyl-4-hexenoate), CI (methyl iodide). Reagents/catalysts: [Ag]=O (Silver oxide). The solvent is CC#N (CH3CN). Product: [Si](C)(C)(C(C)(C)C)OC1=C2C(OCC2=C(C(=C1C/C=C(/C(CC(=O)OCC)OC)\C)OC)C)=O (ethyl (E)-6-(1,3-dihydro-4-tert-butyldimethylsilyloxy-6-methoxy-7-methyl-3-oxoisobenzofuran-5-yl) -3-methoxy-4-methyl-4-hexenoate). Yield: 60.0%. RXN SMILES: [Si:1]([O:8][C:9]1[C:17]([CH2:18]/[CH:19]=[C:20](\[CH3:29])/[CH:21]([OH:28])[CH2:22][C:23]([O:25][CH2:26][CH3:27])=[O:24])=[C:16]([O:30][CH3:31])[C:15]([CH3:32])=[C:14]2[C:10]=1[C:11](=[O:33])[O:12][CH2:13]2)([C:4]([CH3:7])([CH3:6])[CH3:5])([CH3:3])[CH3:2].[CH3:34]I>CC#N.[Ag]=O>[Si:1]([O:8][C:9]1[C:17]([CH2:18]/[CH:19]=[C:20](\[CH3:29])/[CH:21]([O:28][CH3:34])[CH2:22][C:23]([O:25][CH2:26][CH3:27])=[O:24])=[C:16]([O:30][CH3:31])[C:15]([CH3:32])=[C:14]2[C:10]=1[C:11](=[O:33])[O:12][CH2:13]2)([C:4]([CH3:7])([CH3:6])[CH3:5])([CH3:3])[CH3:2]. Reported procedure: Ethyl (E)-6-(1,3-dihydro-4-tert -butyldimethylsilyloxy-6-methoxy -7-methyl-3-oxoisobenzofuran-5-yl)-3-hydroxy-4-methyl-4-hexenoate (974 mg) was dissolved in a 6:1 mixture of methyl iodide in CH3CN (25 ml). Silver oxide was then added (5.1 g) and the mixture heated at reflux for 24 hr. The mixture was cooled to room temperature and filtered through a bed of celite. The celite was washed with CH2Cl2 (80 ml) and ethyl acetate (80 ml). The combined organic layers were evaporated to dryness and the r...